Dataset: the Open Reaction Database (ORD), a public repository of structured organic reaction records. Task: describe an organic reaction: reactants, conditions, products, and yield The reactants are Cl (Hydrogen chloride), N1C(CC2=CC=CC=C12)=O (2-oxindole), C1(=CC=CC=C1)C (toluene), Cl (HCl), ClS(=O)(=O)N=C=O (chlorosulfonyl isocyanate). Run in O (Water). Yields the product N1(C(CC2=CC=CC=C12)=O)C(=O)N (2-Oxindole-1-carboxamide). Isolated yield 53.7%. As a reaction SMILES: [NH:1]1[C:9]2[C:4](=[CH:5][CH:6]=[CH:7][CH:8]=2)[CH2:3][C:2]1=[O:10].C1(C)C=CC=CC=1.ClS([N:22]=[C:23]=[O:24])(=O)=O.Cl>O>[N:1]1([C:23]([NH2:22])=[O:24])[C:9]2[C:4](=[CH:5][CH:6]=[CH:7][CH:8]=2)[CH2:3][C:2]1=[O:10]. Procedure details: To a stirred mixture of 2-oxindole (5.86 g, 44.0 mmole) and dry toluene (160 ml) was added chlorosulfonyl isocyanate (7.47 g, 52.8 mmole). Hydrogen chloride was immediately evolved. The mixture was stirred under reflux for 15 minutes and then it was cooled to room temperature. Water (50 ml) was added to the cooled mixture (some HCl was initially evolved) and then the mixture was stirred for 1.5 hours. The solid which formed was collected by filtration and dried (4.10 g). The filtrate was extract... The reactants are ClCCCl, COc1ccc(C(C)N)nc1, CC(C)c1ccc(CC(=O)O)cc1, CCN(C(C)C)C(C)C, Cl, CN(C)C=O, On1nnc2cccnc21. Yields the product COc1ccc(C(C)NC(=O)Cc2ccc(C(C)C)cc2)nc1. As a reaction SMILES: [CH2:26]([Cl:27])[CH2:28][Cl:29].[CH3:15][O:16][c:17]1[cH:18][cH:19][c:20]([CH:23]([CH3:24])[NH2:25])[n:21][cH:22]1.[CH:1]([CH3:2])([CH3:3])[c:4]1[cH:5][cH:6][c:7]([CH2:10][C:11](=[O:12])[OH:13])[cH:8][cH:9]1.[CH:40]([N:41]([CH2:42][CH3:43])[CH:44]([CH3:45])[CH3:46])([CH3:47])[CH3:48].[ClH:14].[O:49]=[CH:50][N:51]([CH3:52])[CH3:53].[OH:30][n:31]1[c:32]2[n:33][cH:34][cH:35][cH:36][c:37]2[n:38][n:39]1>>[CH:1]([CH3:2])([CH3:3])[c:4]1[cH:5][cH:6][c:7]([CH2:10][C:11](=[O:13])[NH:25][CH:23]([c:20]2[cH:19][cH:18][c:17]([O:16][CH3:15])[cH:22][n:21]2)[CH3:24])[cH:8][cH:9]1. Starting materials: [BH4-].[Na+] (sodium borohydride), O=C1C(CCCC1)CC(=O)O (2-Oxocyclohexylacetic acid), Cl (HCl). The solvent is [OH-].[Na+] (sodium hydroxide), [OH-].[Na+] (sodium hydroxide). Conditions: temperature 0 celsius, time 20 hour. Yields the product O1C(CC2C1CCCC2)=O (Hexahydro-benzofuran-2-one). As a reaction SMILES: O=[C:2]1[CH2:7][CH2:6][CH2:5][CH2:4][CH:3]1[CH2:8][C:9]([OH:11])=[O:10].[BH4-].[Na+].Cl>[OH-].[Na+]>[O:11]1[CH:2]2[CH2:7][CH2:6][CH2:5][CH2:4][CH:3]2[CH2:8][C:9]1=[O:10] |f:1.2,4.5|. Procedure: 2-Oxocyclohexylacetic acid (31.2 g, 200 mmol) is dissolved in 125 ml of 0.2 N aqueous sodium hydroxide solution and, at room temperature, added dropwise to a solution of sodium borohydride (18.9 g, 500 mmol) in 150 ml of 0.2 N aqueous sodium hydroxide solution. The mixture is stirred for 20 h and then cooled to 0° C. and carefully acidified with 6 N HCl. The strongly acidic solution is then heated at 100° C. for 30 min and subsequently stirred overnight. The cold mixture is then extracted with M... Starting materials: N1C(=O)NC(=O)C=C1 (uracil), N1C(=O)NC(=O)C=C1 (uracil), FF (fluorine), FF (fluorine), FF (fluorine), ClCl (chlorine). Solvent: Cl (HCl). The product is ClC=1C(NC(NC1)=O)=O (5-chlorouracil). As a reaction SMILES: [NH:1]1[CH:8]=[CH:7][C:5](=[O:6])[NH:4][C:2]1=[O:3].FF.[Cl:11]Cl>Cl>[Cl:11][C:7]1[C:5](=[O:6])[NH:4][C:2](=[O:3])[NH:1][CH:8]=1. Procedure: In a suitable reaction vessel as in the previous examples a suspension of uracil (1.00g) in an aqueous solution of 18% HCl (10 ml, representing 5 ml of concentrated HCl and 5 ml of water) was introduced. Gaseous fluorine (0.024 moles) was bubbled through the suspension when the reaction temperature of 72°-80°C was reached. The reaction continued for about 140 minutes until the presence of fluorine was detected leaving the reaction vessel. The ratio of fluorine to uracil was 2.73. During the cour... Starting materials: [OH-].[Li+] (lithium hydroxide), C(C)OC(=O)C=1OC2=C(C1)C=C(C=C2)C(F)(F)F (5-(trifluoromethyl)benzofuran-2-carboxylic acid ethyl ester). Solvent: aqueous solution, [OH-].[Na+] (sodium hydroxide), O (water), O1CCOCC1 (1,4-dioxane), O1CCOCC1 (1,4-Dioxane). Run at time 16 hour. The product is FC(C=1C=CC2=C(C=C(O2)C(=O)O)C1)(F)F (5-(trifluoromethyl)benzofuran-2-carboxylic acid). Reaction SMILES: [OH-].[Li+].C([O:5][C:6]([C:8]1[O:9][C:10]2[CH:16]=[CH:15][C:14]([C:17]([F:20])([F:19])[F:18])=[CH:13][C:11]=2[CH:12]=1)=[O:7])C>O.O1CCOCC1.[OH-].[Na+]>[F:19][C:17]([F:18])([F:20])[C:14]1[CH:15]=[CH:16][C:10]2[O:9][C:8]([C:6]([OH:7])=[O:5])=[CH:12][C:11]=2[CH:13]=1 |f:0.1,5.6|. Procedure: A solution of lithium hydroxide (78 mg, 3.7 mmol) in water (6 ml) was added to a solution of 5-(trifluoromethyl)benzofuran-2-carboxylic acid ethyl ester (705 mg, 2.73 mmol) in 1,4-dioxane (6 ml). 1,4-Dioxane was added until a clear solution was obtained. The reaction mixture was stirred for 16 h at room temperature. It was diluted with an 1 N aqueous solution of sodium hydroxide and washed with tert-butyl methyl ether (2×30 ml). The aqueous solution was acidified with a 10% aqueous solution of s... The reactants are C(C)(C)(C)C1=NC2=CC=C(C=C2C=C1)C(=O)OC (methyl 2-tert-butylquinoline-6-carboxylate), [OH-].[Na+] (sodium hydroxide). Run in CO (MeOH), C1CCOC1 (THF). Reaction conditions: time 1.5 hour. Yields the product C(C)(C)(C)C1=NC2=CC=C(C=C2C=C1)C(=O)O (2-tert-Butylquinoline-6-carboxylic acid). Yield: 86.0%. Reaction SMILES: [C:1]([C:5]1[CH:14]=[CH:13][C:12]2[C:7](=[CH:8][CH:9]=[C:10]([C:15]([O:17]C)=[O:16])[CH:11]=2)[N:6]=1)([CH3:4])([CH3:3])[CH3:2].[OH-].[Na+]>CO.C1COCC1>[C:1]([C:5]1[CH:14]=[CH:13][C:12]2[C:7](=[CH:8][CH:9]=[C:10]([C:15]([OH:17])=[O:16])[CH:11]=2)[N:6]=1)([CH3:4])([CH3:2])[CH3:3] |f:1.2|. Procedure: To a solution of methyl 2-tert-butylquinoline-6-carboxylate (347 mg, 1.43 mmol) in MeOH (4 ml) and THF (4 ml) was added 2M aqueous sodium hydroxide (2 ml) at room temperature. The mixture was stirred at room temperature for 1.5 hours. Then evaporated, diluted with water (5 ml), neutralized to pH 5˜6 by 2M aqueous hydrochloride. The formed precipitate was collected, washed with water to furnish the title compound (282 mg, 86% yield) as a white solid. 1H NMR (300 MHz, CDCl3) δ ppm 1.49 (9H, s),7.6... Reactants: COC(=O)c1cc(Br)cc(Cl)c1OC, COCCOC, CCOC(C)=O, OB(O)c1ccc(C(F)(F)F)cc1, c1ccc(P(c2ccccc2)(c2ccccc2)[Pd](P(c2ccccc2)(c2ccccc2)c2ccccc2)(P(c2ccccc2)(c2ccccc2)c2ccccc2)P(c2ccccc2)(c2ccccc2)c2ccccc2)cc1. The product is COC(=O)c1cc(-c2ccc(C(F)(F)F)cc2)cc(Cl)c1OC. Reaction SMILES: [CH3:14][O:15][C:16]([c:17]1[c:18]([O:25][CH3:26])[c:19]([Cl:24])[cH:20][c:21]([Br:23])[cH:22]1)=[O:27].[CH3:28][O:29][CH2:30][CH2:31][O:32][CH3:33].[CH3:34][CH2:35][O:36][C:37]([CH3:38])=[O:39].[F:1][C:2]([c:3]1[cH:4][cH:5][c:6]([B:9]([OH:10])[OH:11])[cH:7][cH:8]1)([F:12])[F:13].[cH:40]1[cH:41][cH:42][c:43]([P:44]([Pd:45]([P:46]([c:47]2[cH:48][cH:49][cH:50][cH:51][cH:52]2)([c:53]2[cH:54][cH:55][cH:56][cH:57][cH:58]2)[c:59]2[cH:60][cH:61][cH:62][cH:63][cH:64]2)([P:65]([c:66]2[cH:67][cH:68][cH:69][cH:70][cH:71]2)([c:72]2[cH:73][cH:74][cH:75][cH:76][cH:77]2)[c:78]2[cH:79][cH:80][cH:81][cH:82][cH:83]2)[P:84]([c:85]2[cH:86][cH:87][cH:88][cH:89][cH:90]2)([c:91]2[cH:92][cH:93][cH:94][cH:95][cH:96]2)[c:97]2[cH:98][cH:99][cH:100][cH:101][cH:102]2)([c:103]2[cH:104][cH:105][cH:106][cH:107][cH:108]2)[c:109]2[cH:110][cH:111][cH:112][cH:113][cH:114]2)[cH:115][cH:116]1>>[F:1][C:2]([c:3]1[cH:4][cH:5][c:6](-[c:21]2[cH:20][c:19]([Cl:24])[c:18]([O:25][CH3:26])[c:17]([C:16]([O:15][CH3:14])=[O:27])[cH:22]2)[cH:7][cH:8]1)([F:12])[F:13]. The reactants are O=C(O)c1csc(Br)c1, O=C([O-])[O-], COCCOC, CCO, [Cs+], [Cs+], OB(O)c1ccccc1. Product: O=C(O)c1csc(-c2ccccc2)c1. Reaction SMILES: [Br:1][c:2]1[cH:3][c:4]([C:7](=[O:8])[OH:9])[cH:5][s:6]1.[C:19](=[O:20])([O-:21])[O-:22].[CH2:25]([CH2:26][O:27][CH3:28])[O:29][CH3:30].[CH3:31][CH2:32][OH:33].[Cs+:23].[Cs+:24].[c:10]1([B:16]([OH:17])[OH:18])[cH:11][cH:12][cH:13][cH:14][cH:15]1>>[c:2]1(-[c:10]2[cH:11][cH:12][cH:13][cH:14][cH:15]2)[cH:3][c:4]([C:7](=[O:8])[OH:9])[cH:5][s:6]1. The reactants are [F-].C(CCC)[N+](CCCC)(CCCC)CCCC (Tetra-n-butylammonium fluoride), Cl.NC1=NC(CC2=CC=CC=C12)C1=C(C=CC=C1)O[Si](C)(C)C(C)(C)C (1-amino-3-(tert-butyldimethylsilyloxyphenyl)-3,4-dihydroisoquinoline hydrochloride), C1CCOC1 (THF). Reaction conditions: time 15 minute. The product is Cl.NC1=NC(CC2=CC=CC=C12)C1=CC=C(C=C1)O (1-Amino-3-(4-hydroxyphenyl)-3,4-dihydroisoquinoline hydrochloride). Reaction SMILES: [F-].C([N+](CCCC)(CCCC)CCCC)CCC.[ClH:19].[NH2:20][C:21]1[C:30]2[C:25](=[CH:26][CH:27]=[CH:28][CH:29]=2)[CH2:24][CH:23]([C:31]2[CH:36]=[CH:35][CH:34]=[CH:33][C:32]=2O[Si](C(C)(C)C)(C)C)[N:22]=1.C1C[O:48]CC1>>[ClH:19].[NH2:20][C:21]1[C:30]2[C:25](=[CH:26][CH:27]=[CH:28][CH:29]=2)[CH2:24][CH:23]([C:31]2[CH:36]=[CH:35][C:34]([OH:48])=[CH:33][CH:32]=2)[N:22]=1 |f:0.1,2.3,5.6|. Reported procedure: Tetra-n-butylammonium fluoride (1.0M in THF, 3.3 ml) was added to a stirred solution of 1-amino-3-(tert-butyldimethylsilyloxyphenyl)-3,4-dihydroisoquinoline hydrochloride (638 mg, 1.11 mmol) in THF (10 ml). After 15 min., the mixture was evaporated and the residue purified by flash chromatography on untreated neutral alumina, eluting with 5% methanol in dichloromethane, increasing the gradient to 40% methanol in dichloromethane to give a colourless solid (172 mg). This was recrystallised from me... Reactants: [C-]#N.[Na+] (sodium cyanide), ClC1=C(C(=NO1)C1=CC=CC=C1)C1=NN=C(O1)C1=C(C=C(C=C1)N1CCOCC1)OC (4-{4-[5-(5-chloro-3-phenyl-isoxazol-4-yl)-[1,3,4]oxadiazol-2-yl]-3-methoxy-phenyl }-morpholine), O (water). The solvent is CN(C)C=O (DMF). Run at time 18 hour. Product: COC1=C(C=CC(=C1)N1CCOCC1)C1=NN=C(O1)C=1C(=NOC1C#N)C1=CC=CC=C1 (4-[5-(2-Methoxy-4-morpholin-4-yl-phenyl)-[1,3,4]oxadiazol-2-yl]-3-phenyl-isoxazole -5-carbonitrile). Isolated yield 84.0%. RXN SMILES: Cl[C:2]1[O:6][N:5]=[C:4]([C:7]2[CH:12]=[CH:11][CH:10]=[CH:9][CH:8]=2)[C:3]=1[C:13]1[O:17][C:16]([C:18]2[CH:23]=[CH:22][C:21]([N:24]3[CH2:29][CH2:28][O:27][CH2:26][CH2:25]3)=[CH:20][C:19]=2[O:30][CH3:31])=[N:15][N:14]=1.[C-:32]#[N:33].[Na+].O>CN(C=O)C>[CH3:31][O:30][C:19]1[CH:20]=[C:21]([N:24]2[CH2:29][CH2:28][O:27][CH2:26][CH2:25]2)[CH:22]=[CH:23][C:18]=1[C:16]1[O:17][C:13]([C:3]2[C:4]([C:7]3[CH:12]=[CH:11][CH:10]=[CH:9][CH:8]=3)=[N:5][O:6][C:2]=2[C:32]#[N:33])=[N:14][N:15]=1 |f:1.2|. Procedure: To a suspension of 4-{4-[5-(5-chloro-3-phenyl-isoxazol-4-yl)-[1,3,4]oxadiazol-2-yl]-3-methoxy-phenyl }-morpholine (145 mg, 0.33 mmol) in DMF (2 mL) was added sodium cyanide (18 mg, 0.36 mmol) and the mixture was stirred for 18 h at ambient temperature. The resulting yellow-green suspension was treated with water (15 ml) and cooled to 0° C. After stirring for 15 min at 0° C. the suspension was filtered off and washed twice with ice cold water (5 ml) affording the title compound (119 mg, 84%) whic...